From a dataset of the Open Reaction Database (ORD), a public repository of structured organic reaction records. describe an organic reaction: reactants, conditions, products, and yield Reactants: C(#N)C=1C=CC(=C(C(=O)O)C1)OC(C)C (5-cyano-2-isopropoxy-benzoic acid), C(#N)C=1C=CC(=C(C(=O)O)C1)OC(C)C (5-cyano-2-isopropoxy-benzoic acid), CN(C)C(=[N+](C)C)ON1C2=C(C=CC=C2)N=N1.[B-](F)(F)(F)F (TBTU), C(C)N(C(C)C)C(C)C (N-ethyldiisopropylamine), FC(C1=CC=C(C=C1)N1CCNCC1)(F)F (1-(4-trifluoromethyl-phenyl)-piperazine). The solvent is C1CCOC1 (THF). Reaction conditions: time 16 hour. Product: C(C)(C)OC1=C(C=C(C#N)C=C1)C(=O)N1CCN(CC1)C1=CC=C(C=C1)C(F)(F)F (4-Isopropoxy-3-[4-(4-trifluoromethyl-phenyl)-piperazine-1-carbonyl]-benzonitrile). Reaction SMILES: [C:1]([C:3]1[CH:4]=[CH:5][C:6]([O:12][CH:13]([CH3:15])[CH3:14])=[C:7]([CH:11]=1)[C:8]([OH:10])=O)#[N:2].CN(C(ON1N=NC2C=CC=CC1=2)=[N+](C)C)C.[B-](F)(F)(F)F.C(N(C(C)C)C(C)C)C.[F:47][C:48]([F:62])([F:61])[C:49]1[CH:54]=[CH:53][C:52]([N:55]2[CH2:60][CH2:59][NH:58][CH2:57][CH2:56]2)=[CH:51][CH:50]=1>C1COCC1>[CH:13]([O:12][C:6]1[CH:5]=[CH:4][C:3]([C:1]#[N:2])=[CH:11][C:7]=1[C:8]([N:58]1[CH2:57][CH2:56][N:55]([C:52]2[CH:51]=[CH:50][C:49]([C:48]([F:61])([F:62])[F:47])=[CH:54][CH:53]=2)[CH2:60][CH2:59]1)=[O:10])([CH3:15])[CH3:14] |f:1.2|. Procedure: To a solution of 3.6 mmol 5-cyano-2-isopropoxy-benzoic acid (compound 1.13) in 20 ml THF were added 4.0 mmol TBTU, 21.6 mmol N-ethyldiisopropylamine and 4.0 mmol 1-(4-trifluoromethyl-phenyl)-piperazine (commercial). The reaction was then stirred at RT for 16 h, concentrated in vacuo, and purified by chromatography on silica gel (eluant: ethyl acetate/heptane 1:1) to afford the title compound. MS (m/e): 418.3 (M+H+, 100%) The solvent is CCCCCC (hexane). Isolated yield 47.0%. Reaction SMILES: [O:1]1[CH:5]=[CH:4][CH:3]=[C:2]1[C:6]1[O:7][C:8]([CH3:21])=[C:9]([CH2:11][O:12][C:13]2[CH:20]=[CH:19][C:16]([C:17]#N)=[CH:15][N:14]=2)[N:10]=1.C1(C)C=CC=CC=1.[H-].C([Al+]CC(C)C)C(C)C.[Cl-].[NH4+].C(OCC)(=[O:43])C>CCCCCC>[O:1]1[CH:5]=[CH:4][CH:3]=[C:2]1[C:6]1[O:7][C:8]([CH3:21])=[C:9]([CH2:11][O:12][C:13]2[CH:20]=[CH:19][C:16]([CH:17]=[O:43])=[CH:15][N:14]=2)[N:10]=1 |f:2.3,4.5|. Procedure: To a mixture of 6-[[2-(2-furyl)-5-methyl-4-oxazolyl]methoxy]nicotinonitrile (6.77 g) and anhydrous toluene (150 mL) was dropwise added a solution (0.95 M, 55.8 mL) of diisobutylaluminum hydride in hexane at −78° C. The reaction mixture was allowed to warm to room temperature with stirring for 1 hr. A saturated aqueous ammonium chloride solution (100 mL) was dropwise added to the mixture and the mixture was further stirred at room temperature for 30 min. Ethyl acetate was added to the mixture and... Reactants: [H-].C(C(C)C)[Al+]CC(C)C (diisobutylaluminum hydride), O1C(=CC=C1)C=1OC(=C(N1)COC1=NC=C(C#N)C=C1)C (6-[[2-(2-furyl)-5-methyl-4-oxazolyl]methoxy]nicotinonitrile), C1(=CC=CC=C1)C (toluene), [Cl-].[NH4+] (ammonium chloride), C(C)(=O)OCC (Ethyl acetate). Reaction conditions: time 1 hour. The product is O1C(=CC=C1)C=1OC(=C(N1)COC1=NC=C(C=O)C=C1)C (6-[[2-(2-furyl)-5-methyl-4-oxazolyl]methoxy]nicotinaldehyde). Starting materials: O=C(O)Cn1cnc2c(NC(=O)OCc3ccccc3)ncnc21, O=C(Cl)C(=O)Cl, ClCCl. Yields the product O=C(Cl)Cn1cnc2c(NC(=O)OCc3ccccc3)ncnc21. As a reaction SMILES: [CH2:7]([c:8]1[cH:9][cH:10][cH:11][cH:12][cH:13]1)[O:14][C:15](=[O:16])[NH:17][c:18]1[c:19]2[n:20][cH:21][n:22]([CH2:27][C:28]([OH:29])=[O:30])[c:23]2[n:24][cH:25][n:26]1.[Cl:1][C:2](=[O:3])[C:4]([Cl:5])=[O:6].[Cl:31][CH2:32][Cl:33]>>[Cl:1][C:2](=[O:3])[CH2:4][n:22]1[cH:21][n:20][c:19]2[c:18]([NH:17][C:15]([O:14][CH2:7][c:8]3[cH:9][cH:10][cH:11][cH:12][cH:13]3)=[O:16])[n:26][cH:25][n:24][c:23]21. Reactants: CC(=O)OC(C)=O, O=C([O-])O, COc1ccc(C2CCCNC2)cc1OC, [Na+], O, c1ccccc1. Yields the product COc1ccc(C2CCCN(C(C)=O)C2)cc1OC. As a reaction SMILES: [C:23]([CH3:24])(=[O:25])[O:26][C:27](=[O:28])[CH3:29].[C:30](=[O:31])([OH:32])[O-:33].[CH3:1][O:2][c:3]1[cH:4][c:5]([CH:11]2[CH2:12][NH:13][CH2:14][CH2:15][CH2:16]2)[cH:6][cH:7][c:8]1[O:9][CH3:10].[Na+:34].[OH2:35].[cH:17]1[cH:18][cH:19][cH:20][cH:21][cH:22]1>>[CH3:1][O:2][c:3]1[cH:4][c:5]([CH:11]2[CH2:12][N:13]([C:23]([CH3:24])=[O:25])[CH2:14][CH2:15][CH2:16]2)[cH:6][cH:7][c:8]1[O:9][CH3:10]. Reactants: Cl (hydrochloric acid), O1C(OCC1)C1=C(C=C(S1)CCCCN)C (4-[5-(1,3-dioxolan-2-yl)-4-methyl-2-thienyl]-butanamine), C(C)(=O)OCC(=O)N=C(SC)N(N=CC1=CC=CC=C1)C (methyl N-[2-(acetoxy)acetyl]-1-methyl-2-(phenylmethylene)-hydrazinecarboximidothioate). Solvent: C1(=CC=CC=C1)C (Toluene). Run at time 18 hour. Product: OCC1=NN(C(=N1)NCCCCC1=CC(=C(S1)C=O)C)C (5-[4-[(3-Hydroxymethyl-1-methyl-1H-1,2,4-triazol-5-yl)amino]butyl]-3-methyl-2-thiophenecarboxaldehyde). The yield is 17.7%. RXN SMILES: O1CC[O:3][CH:2]1[C:6]1[S:10][C:9]([CH2:11][CH2:12][CH2:13][CH2:14][NH2:15])=[CH:8][C:7]=1[CH3:16].C([O:20][CH2:21][C:22]([N:24]=[C:25]([N:28]([CH3:37])[N:29]=CC1C=CC=CC=1)SC)=O)(=O)C.Cl>C1(C)C=CC=CC=1>[OH:20][CH2:21][C:22]1[N:24]=[C:25]([NH:15][CH2:14][CH2:13][CH2:12][CH2:11][C:9]2[S:10][C:6]([CH:2]=[O:3])=[C:7]([CH3:16])[CH:8]=2)[N:28]([CH3:37])[N:29]=1. Procedure: A mixture of 4-[5-(1,3-dioxolan-2-yl)-4-methyl-2-thienyl]-butanamine (2.73 g) and methyl N-[2-(acetoxy)acetyl]-1-methyl-2-(phenylmethylene)-hydrazinecarboximidothioate (3.38 g) was heated to 60° for 2 h. Toluene (20 ml) and 5N hydrochloric acid (12 ml) were added and the mixture stirred at room temperature for 18 h. The mixture was basified to pH 8, washed with toluene, basified to pH 10 and extracted with ethyl acetate. The extract was evaporated to give an oil which was purified by column chro... Starting materials: CC(=O)C (acetone), C(C1=CC=CC=C1)OCC(OCC(C)=O)COCCCCCCCCCCCCCCCCCC (1-benzyl-3-octadecyl-2-(2-oxopropyl)glycerol), O (water), C(C)O (ethanol). Reagents/catalysts: [C].[Pd] (palladium carbon). The solvent is C(C)(=O)O (acetic acid). Conditions: temperature 50 celsius. Product: C(CCCCCCCCCCCCCCCCC)OCC(CO)OCC(C)=O (3-Octadecyl-2-(2-oxopropyl)glycerol). Isolated yield 73.2%. RXN SMILES: C([O:8][CH2:9][CH:10]([CH2:16][O:17][CH2:18][CH2:19][CH2:20][CH2:21][CH2:22][CH2:23][CH2:24][CH2:25][CH2:26][CH2:27][CH2:28][CH2:29][CH2:30][CH2:31][CH2:32][CH2:33][CH2:34][CH3:35])[O:11][CH2:12][C:13](=[O:15])[CH3:14])C1C=CC=CC=1.O.C(O)C.CC(C)=O>C(O)(=O)C.[C].[Pd]>[CH2:18]([O:17][CH2:16][CH:10]([O:11][CH2:12][C:13](=[O:15])[CH3:14])[CH2:9][OH:8])[CH2:19][CH2:20][CH2:21][CH2:22][CH2:23][CH2:24][CH2:25][CH2:26][CH2:27][CH2:28][CH2:29][CH2:30][CH2:31][CH2:32][CH2:33][CH2:34][CH3:35] |f:5.6|. Procedure details: Hydrogenolysis of 6.5 g (13.3 mmole) of 1-benzyl-3-octadecyl-2-(2-oxopropyl)glycerol was carried out in a mixture of 100 ml of acetic acid, 20 ml of water and 20 ml of ethanol using 2.5 g of 10% palladium carbon (50% wet) at ambient temperature under atmospheric pressure. 100 ml of acetone was added and the mixture was heated up to 50° C. Then, the catalyst was filtered off and 100 ml of 2-methylpropanol was added. Furthermore, the mixture was concentrated to dryness under reduced pressure. 100 ... Starting materials: C(C1=CC=CC=C1)C1=CC=C(C=C1)C(CCCCC(=O)OCC)Br (ethyl 6-(4-benzylphenyl)-6-bromo-hexanoate), CC(=O)C=1C=CC(=CC1O)O (2,4-dihydroxyacetophenone). Yields the product C(CCCCC)(=O)OCC (ethyl hexanoate). RXN SMILES: C(C1C=CC([CH:14](Br)[CH2:15][CH2:16][CH2:17][CH2:18][C:19]([O:21][CH2:22][CH3:23])=[O:20])=CC=1)C1C=CC=CC=1.CC(C1C=CC(O)=CC=1O)=O>>[C:19]([O:21][CH2:22][CH3:23])(=[O:20])[CH2:18][CH2:17][CH2:16][CH2:15][CH3:14]. Procedure details: Following the procedure of Example 15, 3.75 g. of ethyl 6-(4-benzylphenyl)-6-bromo-hexanoate and 1.94 g. of 2,4-dihydroxyacetophenone were reacted to provide the intermediate ethyl hexanoate derivative which was then hydrolyzed to provide 0.95 g. of the title product as an oil.